Dataset: the Open Reaction Database (ORD), a public repository of structured organic reaction records. Task: describe an organic reaction: reactants, conditions, products, and yield Reactants: O (Water), B1(OB(OB(O1)C=C)C=C)C=C.C1=CC=NC=C1 (2,4,6-trivinylcyclotriboroxane pyridine complex), C([O-])([O-])=O.[K+].[K+] (potassium carbonate), C(C)(C)(C)OC(=O)C=1C(=CC=CC1)C1=CC(=C(C=C1)CN1C(=NC(=C1C=O)Br)OCC)F (4′-(4-Bromo-2-ethoxy-5-formylimidazol-1-ylmethyl)-3′-fluorobiphenyl-2-carboxylic acid t-butyl ester). Reagents/catalysts: COCCOC (1,2-dimethoxyethane), C=1C=CC(=CC1)[P](C=2C=CC=CC2)(C=3C=CC=CC3)[Pd]([P](C=4C=CC=CC4)(C=5C=CC=CC5)C=6C=CC=CC6)([P](C=7C=CC=CC7)(C=8C=CC=CC8)C=9C=CC=CC9)[P](C=1C=CC=CC1)(C=1C=CC=CC1)C=1C=CC=CC1 (Tetrakis(triphenylphosphine)palladium(0)). Run in CCOC(=O)C (EtOAc). Conditions: temperature 90 celsius, time 20 minute. Yields the product C(C)(C)(C)OC(=O)C=1C(=CC=CC1)C1=CC(=C(C=C1)CN1C(=NC(=C1C=O)C=C)OCC)F (4′-(2-Ethoxy-5-formyl-4-vinylimidazol-1-ylmethyl)-3′-fluorobiphenyl-2-carboxylic acid t-butyl ester). The yield is 250.0%. As a reaction SMILES: [C:1]([O:5][C:6]([C:8]1[C:9]([C:14]2[CH:19]=[CH:18][C:17]([CH2:20][N:21]3[C:25]([CH:26]=[O:27])=[C:24](Br)[N:23]=[C:22]3[O:29][CH2:30][CH3:31])=[C:16]([F:32])[CH:15]=2)=[CH:10][CH:11]=[CH:12][CH:13]=1)=[O:7])([CH3:4])([CH3:3])[CH3:2].O.B1(C=C)OB([CH:40]=[CH2:41])OB(C=C)O1.C1C=CN=CC=1.C(=O)([O-])[O-].[K+].[K+]>CCOC(C)=O.C1C=CC([P]([Pd]([P](C2C=CC=CC=2)(C2C=CC=CC=2)C2C=CC=CC=2)([P](C2C=CC=CC=2)(C2C=CC=CC=2)C2C=CC=CC=2)[P](C2C=CC=CC=2)(C2C=CC=CC=2)C2C=CC=CC=2)(C2C=CC=CC=2)C2C=CC=CC=2)=CC=1.COCCOC>[C:1]([O:5][C:6]([C:8]1[C:9]([C:14]2[CH:19]=[CH:18][C:17]([CH2:20][N:21]3[C:25]([CH:26]=[O:27])=[C:24]([CH:40]=[CH2:41])[N:23]=[C:22]3[O:29][CH2:30][CH3:31])=[C:16]([F:32])[CH:15]=2)=[CH:10][CH:11]=[CH:12][CH:13]=1)=[O:7])([CH3:4])([CH3:3])[CH3:2] |f:2.3,4.5.6,^1:67,69,88,107|. Reported procedure: Intermediate (15a) (11.0 g, 21.8 mmol) was dissolved in 1,2-dimethoxyethane (100 mL, 1 μmol). Tetrakis(triphenylphosphine)palladium(0) (252 mg, 218 μmol) was added and the mixture was stirred under nitrogen for 20 minutes. Water (48 mL, 2.6 mol), 2,4,6-trivinylcyclotriboroxane pyridine complex (2.1 g, 8.7 mmol) and potassium carbonate (3.0 g, 21.8 mmol) were then added and the mixture was heated at 90° C. under nitrogen. After 2 hours, the mixture was cooled to room temperature, diluted with EtO... The solvent is alcohol. The reagents and catalysts are [Pd] (palladium-on-carbon). Reported procedure: 9.6 g of 2-[1-methyl-2-methylene-3-(prop-1-en-2-yl)-cyclopentylcarbonyl]-cyclopentanone are treated in 100 ml of absolute alcohol with 1 g of 5% palladium-on-carbon and the mixture is hydrogenated at normal pressure. After completion of the hydrogen uptake (8 hours), the mixture is filtered, the filtrate is concentrated and the residue is chromatographed on a hundred-fold amount of silica gel with toluene/ethyl acetate (1:2). There are obtained 1.7 g of 2-(1,2-dimethyl-3-isopropyl-cyclopentylcar... Yields the product CC1(C(C(CC1)C(C)C)C)C(=O)C1C(CCC1)=O (2-(1,2-dimethyl-3-isopropyl-cyclopentylcarbonyl)-cyclopentanone). As a reaction SMILES: [CH3:1][C:2]1([C:11]([CH:13]2[CH2:17][CH2:16][CH2:15][C:14]2=[O:18])=[O:12])[CH2:6][CH2:5][CH:4]([C:7]([CH3:9])=[CH2:8])[C:3]1=[CH2:10]>[Pd]>[CH3:1][C:2]1([C:11]([CH:13]2[CH2:17][CH2:16][CH2:15][C:14]2=[O:18])=[O:12])[CH2:6][CH2:5][CH:4]([CH:7]([CH3:8])[CH3:9])[CH:3]1[CH3:10]. The yield is 17.4%. Reactants: CC1(C(C(CC1)C(=C)C)=C)C(=O)C1C(CCC1)=O (2-[1-methyl-2-methylene-3-(prop-1-en-2-yl)-cyclopentylcarbonyl]-cyclopentanone).